From a dataset of the Open Reaction Database (ORD), a public repository of structured organic reaction records. describe an organic reaction: reactants, conditions, products, and yield Reported procedure: Using General Method 1, the reaction of 2.5 M solution of n-BuLi in hexanes (21 mL, 53 mmol), diisopropylamine (7.2 mL, 51 mmol), 2,4,5-trifluoro-aniline (2.5 g, 17 mmol), and 2,4,5-trifluorobenzoic acid (3.0 g, 17 mmol) provided 4.54 g of the crude title compound. Reactants: solution, [Li]CCCC (n-BuLi), hexanes, C(C)(C)NC(C)C (diisopropylamine), FC1=C(N)C=C(C(=C1)F)F (2,4,5-trifluoro-aniline), FC1=C(C(=O)O)C=C(C(=C1)F)F (2,4,5-trifluorobenzoic acid). RXN SMILES: [Li]CCCC.C(NC(C)C)(C)C.[F:13][C:14]1[CH:20]=[C:19]([F:21])[C:18]([F:22])=[CH:17][C:15]=1[NH2:16].F[C:24]1[CH:32]=[C:31]([F:33])[C:30]([F:34])=[CH:29][C:25]=1[C:26]([OH:28])=[O:27]>>[F:13][C:14]1[CH:20]=[C:19]([F:21])[C:18]([F:22])=[CH:17][C:15]=1[NH:16][C:24]1[CH:32]=[C:31]([F:33])[C:30]([F:34])=[CH:29][C:25]=1[C:26]([OH:28])=[O:27]. Product: FC1=C(NC2=C(C(=O)O)C=C(C(=C2)F)F)C=C(C(=C1)F)F (2-(2,4,5-Trifluoro anilino)-4,5-difluoro-benzoic Acid). Yield: 88.1%. Starting materials: N1N=CC2=CC(=CC=C12)NN=C(C#N)C#N (2-[(1H-indazol-5-yl)hydrazono]malononitrile), O.NN (hydrazine hydrate), NC=1C=C2C=NNC2=CC1 (5-aminoindazole), C(CC#N)#N (malononitrile). Product: N1N=CC2=CC(=CC=C12)NN=C1C(=NN=C1N)N (4-[(1H-indazol-5-yl)hydrazono]4H-pyrazole-3,5-diamine). Yield: 63.0%. As a reaction SMILES: N1[C:9]2[C:4](=[CH:5][C:6]([NH:10][N:11]=[C:12]([C:15]#[N:16])[C:13]#[N:14])=[CH:7][CH:8]=2)[CH:3]=N1.NC1C=C2C(=CC=1)[NH:23][N:22]=C2.C(#N)CC#N.O.[NH2:33][NH2:34]>>[NH:33]1[C:9]2[C:4](=[CH:5][C:6]([NH:10][N:11]=[C:12]3[C:13]([NH2:14])=[N:23][N:22]=[C:15]3[NH2:16])=[CH:7][CH:8]=2)[CH:3]=[N:34]1 |f:3.4|. Procedure details: 4-[(1H-Indazol-5-yl)hydrazono]-4H-pyrazole-3,5-diamine was prepared using 2-[(1H-indazol-5-yl)hydrazono]malononitrile (0.105 g, 0.5 mmol) which was derived from 5-aminoindazole (0.133 g, 1.0 mmol) and malononitrile (1.5 mmol) in a manner similar to that described in Example 2, and hydrazine hydrate. The resulting solid was isolated by filtration, washed with ethanol, and dried to yield 0.076 g (63%) of the title compound as a brown solid; 1H NMR (ppm, 200 MHz, DMSO-d6) δ 6.0 (br s, 4H), 7.50 (d,... Reactants: ClCCl (dichloromethane), C(C(=O)Cl)(=O)Cl (oxalyl chloride), CS(=O)C (dimethylsulfoxide), ClCCl (dichloromethane), ClC1=C2C=CC(N(C2=C(C=C1)OC)CCO)=O (5-chloro-1-(2-hydroxyethyl)-8-methoxyquinolin-2(1H)-one). Solvent: C(C)N(CC)CC (triethylamine), O (water). Reaction conditions: time 15 minute. Product: ClC1=C2C=CC(N(C2=C(C=C1)OC)CC=O)=O ((5-chloro-8-methoxy-2-oxoquinolin-1(2H)-yl)acetaldehyde). Reaction SMILES: ClCCl.C(Cl)(=O)C(Cl)=O.CS(C)=O.[Cl:14][C:15]1[CH:24]=[CH:23][C:22]([O:25][CH3:26])=[C:21]2[C:16]=1[CH:17]=[CH:18][C:19](=[O:30])[N:20]2[CH2:27][CH2:28][OH:29]>O.C(N(CC)CC)C>[Cl:14][C:15]1[CH:24]=[CH:23][C:22]([O:25][CH3:26])=[C:21]2[C:16]=1[CH:17]=[CH:18][C:19](=[O:30])[N:20]2[CH2:27][CH:28]=[O:29]. Reported procedure: To 1.2 mL of a dichloromethane solution containing 21 μL of oxalyl chloride, 26 μL of dimethylsulfoxide was added dropwise under nitrogen atmosphere at −78° C., and stirred for 15 min. 1 mL of a dichloromethane solution containing 31 mg of 5-chloro-1-(2-hydroxyethyl)-8-methoxyquinolin-2(1H)-one was added dropwise at the same temperature, and stirred for 30 min. 84 μL of triethylamine was added at the same temperature, the mixture was stirred for 1.5 hours while slowly raising the reaction mixtur... Starting materials: [OH-].[NH4+] (ammonium hydroxide), ClC1=C(C(=C(C(=N1)Cl)Cl)Cl)Cl (pentachloropyridine). The reagents and catalysts are [Zn] (zinc). Solvent: C1(=CC=CC=C1)C (toluene). Conditions: temperature 70 celsius, time 35 hour. The product is ClC1=NC=C(C=C1Cl)Cl (2,3,5-Trichloropyridine). As a reaction SMILES: [OH-].[NH4+].Cl[C:4]1[N:9]=[C:8]([Cl:10])[C:7]([Cl:11])=[C:6](Cl)[C:5]=1[Cl:13]>[Zn].C1(C)C=CC=CC=1>[Cl:10][C:8]1[C:7]([Cl:11])=[CH:6][C:5]([Cl:13])=[CH:4][N:9]=1 |f:0.1|. Reported procedure: To a 500 milliliter, 3-neck flask which was fitted with a reflux condenser, heater, thermometer and stirrer was added 200 milliliters (1.2 moles) of 6N ammonium hydroxide, 39.0 grams (0.60 gram atom) of zinc dust, 100 milliliters of toluene and 25.1 grams (0.1 mole) of pentachloropyridine. The pH of the mixture was 12.6. The mixture was heated to 70° C., with stirring, and held under these conditions for 35 hours. At the end of this period, the reaction mixture was cooled to 20° C. and filtered ... The reactants are N[C@@H](CCN1CCC(CC1)C=1C=C(C=CC1)NC(C(C)C)=O)C1=CC=CC=C1 (N-(3-{1-[(3S)-3-amino-3-phenylpropyl]-4-piperidinyl}phenyl)-2-methylpropanamide), COC1=C(C(=O)Cl)C=CC=C1 (2-methoxybenzoyl chloride). Product: C(C(C)C)(=O)NC=1C=C(C=CC1)C1CCN(CC1)CC[C@@H](C1=CC=CC=C1)NC(C1=C(C=CC=C1)OC)=O (N-((1S)-3-{4-[3-(ISOBUTYRYLAMINO)PHENYL]-1-PIPERIDINYL}-1-PHENYLPROPYL)-2-METHOXYBENZAMIDE). As a reaction SMILES: [NH2:1][C@H:2]([C:23]1[CH:28]=[CH:27][CH:26]=[CH:25][CH:24]=1)[CH2:3][CH2:4][N:5]1[CH2:10][CH2:9][CH:8]([C:11]2[CH:12]=[C:13]([NH:17][C:18](=[O:22])[CH:19]([CH3:21])[CH3:20])[CH:14]=[CH:15][CH:16]=2)[CH2:7][CH2:6]1.[CH3:29][O:30][C:31]1[CH:39]=[CH:38][CH:37]=[CH:36][C:32]=1[C:33](Cl)=[O:34]>>[C:18]([NH:17][C:13]1[CH:12]=[C:11]([CH:8]2[CH2:9][CH2:10][N:5]([CH2:4][CH2:3][C@H:2]([NH:1][C:33](=[O:34])[C:32]3[CH:36]=[CH:37][CH:38]=[CH:39][C:31]=3[O:30][CH3:29])[C:23]3[CH:24]=[CH:25][CH:26]=[CH:27][CH:28]=3)[CH2:6][CH2:7]2)[CH:16]=[CH:15][CH:14]=1)(=[O:22])[CH:19]([CH3:21])[CH3:20]. Procedure details: Prepared by Procedure Q1 and Scheme AC using N-(3-{1-[(3S)-3-amino-3-phenylpropyl]-4-piperidinyl}phenyl)-2-methylpropanamide and 2-methoxybenzoyl chloride: ESMS m/e: 514.1 (M+H)+. Starting materials: NC1=NC=CC=C1NCC1=C(C=CC=C1)C (2-amino-3-(2-methylbenzylamino)pyridine), ClCC(C)=O (chloroacetone). Solvent: C(C)O (ethanol). Yields the product CC1=C(CNC=2C=3N(C=CC2)C=C(N3)C)C=CC=C1 (8-(2-methylbenzylamino)-2-methylimidazo[1,2-a]pyridine). RXN SMILES: [NH2:1][C:2]1[C:7]([NH:8][CH2:9][C:10]2[CH:15]=[CH:14][CH:13]=[CH:12][C:11]=2[CH3:16])=[CH:6][CH:5]=[CH:4][N:3]=1.Cl[CH2:18][C:19](=O)[CH3:20]>C(O)C>[CH3:16][C:11]1[CH:12]=[CH:13][CH:14]=[CH:15][C:10]=1[CH2:9][NH:8][C:7]1[C:2]2[N:3]([CH:18]=[C:19]([CH3:20])[N:1]=2)[CH:4]=[CH:5][CH:6]=1. Procedure details: A solution of 2-amino-3-(2-methylbenzylamino)pyridine (3.25 g) and chloroacetone (1.26 ml) in ethanol (65 ml) was refluxed for 18 hours and then evaporated in vacuo. To the residue was added aqueous sodium bicarbonate solution and the mixture was extracted with methylene chloride. The extract was washed with brine, dried over magnesium sulfate, and evaporated in vacuo. The oily residue was purified by column chromatography on silica gel (40 g) with a mixture of methylene chloride and ethyl aceta... Reactants: [H-].[Na+] (sodium hydride), C(C)(C)(C)OC(CBr)=O (bromoacetic acid tert.-butyl ester), COC1=CC=C(CNC([C@H]2[C@@H](C)O2)=O)C=C1 ((2R,3R)-2,3-epoxybutyric acid p-methoxybenzylamide). Run in C1CCOC1 (THF), C1CCOC1 (THF). Reaction conditions: time 1 hour. Product: C(C)(C)(C)OC(=O)CN(C([C@H]1[C@@H](C)O1)=O)CC1=CC=C(C=C1)OC ((2R,3R)-2,3-epoxybutyric acid N-tert.-butoxycarbonylmethyl-N-p-methoxybenzylamide). As a reaction SMILES: [CH3:1][O:2][C:3]1[CH:16]=[CH:15][C:6]([CH2:7][NH:8][C:9](=[O:14])[C@@H:10]2[O:13][C@@H:11]2[CH3:12])=[CH:5][CH:4]=1.[H-].[Na+].[C:19]([O:23][C:24](=[O:27])[CH2:25]Br)([CH3:22])([CH3:21])[CH3:20]>C1COCC1>[C:19]([O:23][C:24]([CH2:25][N:8]([CH2:7][C:6]1[CH:15]=[CH:16][C:3]([O:2][CH3:1])=[CH:4][CH:5]=1)[C:9](=[O:14])[C@@H:10]1[O:13][C@@H:11]1[CH3:12])=[O:27])([CH3:22])([CH3:21])[CH3:20] |f:1.2|. Reported procedure: A solution of 2.21 g of (2R,3R)-2,3-epoxybutyric acid p-methoxybenzylamide in 100 ml of THF is added dropwise to a mixture, stirred at 0° under an argon atmosphere, of 550 mg of sodium hydride dispersion (55-60% in oil) and 1.52 ml of bromoacetic acid tert.-butyl ester in 25 ml of THF. The reaction mixture is heated to room temperature and stirred for a further 1 hour (reaction monitored by thin-layer chromatography). Total reaction time: 90 minutes. The insoluble portions are filtered off and w... The reactants are O1C=CC=2NC(=CC21)C(=O)OC (methyl 4H-furo[3,2-b]pyrrole-5-carboxylate), CCCC[N+](CCCC)(CCCC)CCCC.[F-] (TBAF), C1CC(=O)N(C1=O)Br (NBS), 244, 246. Run in C(Cl)Cl (DCM), C(Cl)Cl (CH2Cl2). Run at time 8 hour. The product is BrC=1C2=C(NC1C(=O)OC)C=CO2 (methyl 6-bromo-4H-furo[3,2-b]pyrrole-5-carboxylate). Reaction SMILES: [O:1]1[C:8]2[CH:7]=[C:6]([C:9]([O:11][CH3:12])=[O:10])[NH:5][C:4]=2[CH:3]=[CH:2]1.CCCC[N+](CCCC)(CCCC)CCCC.[F-].C1C(=O)N([Br:38])C(=O)C1>C(Cl)Cl>[Br:38][C:7]1[C:8]2[O:1][CH:2]=[CH:3][C:4]=2[NH:5][C:6]=1[C:9]([O:11][CH3:12])=[O:10] |f:1.2|. Procedure details: To a cold solution (ice-water bath) of methyl 4H-furo[3,2-b]pyrrole-5-carboxylate (1.0 g, 6.05 mmol) in DCM (10 mL) was added TBAF (1.0 M in THF, 9.0 mL, 9.0 mmol) and NBS (1.5 g, 7.9 mmol). The resulting dark colored solution was stirred from 0° C. to rt overnight. The reaction mixture was diluted with 50 mL of CH2Cl2 and washed with water (100 mL) and brine (100 mL) and dried (Na2SO4). After filtration, the filtrate was concentrated by evaporation and the crude product was purified by silica g... Starting materials: N1(C=NC2=C1C=CC=C2)CCCCCN (1H-benzimidazole-1-pentanamine), BrCCCCCN1C(C=2C(C1=O)=CC=CC2)=O (N-(5-bromopentyl)phthalimide), N1C=NC2=C1C=CC=C2 (1H-benzimidazole). Product: C1(C=2C(C(N1CCCCCN1C=NC3=C1C=CC=C3)=O)=CC=CC2)=O (1-(5-phthalimidopentyl)-1H-benzimidazole). As a reaction SMILES: [N:1]1([CH2:10][CH2:11][CH2:12][CH2:13][CH2:14][NH2:15])[C:5]2[CH:6]=[CH:7][CH:8]=[CH:9][C:4]=2[N:3]=[CH:2]1.BrCCCCCN1[C:26](=[O:27])[C:25]2=[CH:28][CH:29]=[CH:30][CH:31]=[C:24]2[C:23]1=[O:32].N1C2C=CC=CC=2N=C1>>[C:23]1(=[O:32])[N:15]([CH2:14][CH2:13][CH2:12][CH2:11][CH2:10][N:1]2[C:5]3[CH:6]=[CH:7][CH:8]=[CH:9][C:4]=3[N:3]=[CH:2]2)[C:26](=[O:27])[C:25]2=[CH:28][CH:29]=[CH:30][CH:31]=[C:24]12. Reported procedure: In this case, the 1H-benzimidazole-1-pentanamine used as the starting material was obtained by first reacting N-(5-bromopentyl)phthalimide with 1H-benzimidazole to give 1-(5-phthalimidopentyl)-1H-benzimidazole which was then treated with hydrazine to give the amine, all according to general procedures known in the art (Houben-Weyl, Vol. XI/1, page 82, George Thieme Verlag, Stuttgart, 1957). The reactants are OO (Hydrogen peroxide), O (water), CN1N=C(C2=C1C=1C=C(C=CC1SC2)[N+](=O)[O-])C(=O)N2CCOCC2 (1-methyl-3-(morpholin-4-ylcarbonyl)-8-nitro-1,4-dihydrothiochromeno[4,3-c]pyrazole), C(C)(=O)O (acetic acid). Reaction conditions: time 30 minute. The product is CN1N=C(C2=C1C=1C=C(C=CC1S(C2)(=O)=O)[N+](=O)[O-])C(=O)N2CCOCC2 (1-methyl-3-(morpholin-4-ylcarbonyl)-8-nitro-1,4-dihydrothiochromeno[4,3-c]pyrazole 5,5-dioxide). RXN SMILES: [CH3:1][N:2]1[C:6]2[C:7]3[CH:8]=[C:9]([N+:15]([O-:17])=[O:16])[CH:10]=[CH:11][C:12]=3[S:13][CH2:14][C:5]=2[C:4]([C:18]([N:20]2[CH2:25][CH2:24][O:23][CH2:22][CH2:21]2)=[O:19])=[N:3]1.OO.[OH2:28].C(O)(=[O:31])C>>[CH3:1][N:2]1[C:6]2[C:7]3[CH:8]=[C:9]([N+:15]([O-:17])=[O:16])[CH:10]=[CH:11][C:12]=3[S:13](=[O:31])(=[O:28])[CH2:14][C:5]=2[C:4]([C:18]([N:20]2[CH2:25][CH2:24][O:23][CH2:22][CH2:21]2)=[O:19])=[N:3]1. Procedure: A solution of 1-methyl-3-(morpholin-4-ylcarbonyl)-8-nitro-1,4-dihydrothiochromeno[4,3-c]pyrazole (0.084 g, 0.23 mmol) in acetic acid is heated at 100° C. under nitrogen. Hydrogen peroxide 30% in water (0.5 mL, 3.6 mmol, 15 Eq) is added and the reaction mixture is heated for 30 minutes. After 30 minutes, the solvent is removed under reduced pressure. 10% aqueous NaHCO3 is added to the residue. The mixture is stirred for few minutes and then extracted with DCM. The organic layer is concentrated an...